This data is from the Open Reaction Database (ORD), a public repository of structured organic reaction records. The task is: describe an organic reaction: reactants, conditions, products, and yield The reactants are Cl (hydrochloric acid), OC1=C(C(=CC(=C1CCC(C)C)OC)OC)C(C)=O (2'-hydroxy-3'-isopentyl-4',6'-dimethoxyacetophenone), [H-].[Na+] (sodium hydride), BrCC(=O)OC (methyl α-bromoacetate). The solvent is CN(C=O)C (dimethylformamide). Reaction conditions: temperature 0 celsius, time 2 hour. The product is C(CC(C)C)C=1C(=C(C(=CC1OC)OC)C(C)=O)OCC(=O)OC (3'-isopentyl-4',6'-dimethoxy-2'-methoxycarbonylmethoxyacetophenone). Yield: 70.2%. RXN SMILES: [OH:1][C:2]1[C:7]([CH2:8][CH2:9][CH:10]([CH3:12])[CH3:11])=[C:6]([O:13][CH3:14])[CH:5]=[C:4]([O:15][CH3:16])[C:3]=1[C:17](=[O:19])[CH3:18].[H-].[Na+].Br[CH2:23][C:24]([O:26][CH3:27])=[O:25].Cl>CN(C)C=O>[CH2:8]([C:7]1[C:2]([O:1][CH2:23][C:24]([O:26][CH3:27])=[O:25])=[C:3]([C:17](=[O:19])[CH3:18])[C:4]([O:15][CH3:16])=[CH:5][C:6]=1[O:13][CH3:14])[CH2:9][CH:10]([CH3:12])[CH3:11] |f:1.2|. Procedure: To 16.7 g of the so-obtained 2'-hydroxy-3'-isopentyl-4',6'-dimethoxyacetophenone and 1.5 g of sodium hydride was added 130 ml of dimethylformamide, and 9.9 g of methyl α-bromoacetate was further added and the mixture was stirred for 1.5 hours at 0° C. and for 2 hours at room temperature to effect reaction. After the reaction, the reaction mixture was made acidic by dilute hydrochloric acid, extracted with diethyl ether and filtered. The solvent was removed from the filtrate by distillation. The ... The product is Cc1ccc(Cl)cc1C1NC(=O)CC(c2cc(Cl)ccc2OC(C)(C)C(=O)O)C12C(=O)Nc1cc(Cl)ccc12. As a reaction SMILES: [CH3:44][OH:45].[Cl:1][c:2]1[cH:3][cH:4][c:5]2[c:9]([cH:10]1)[NH:8][C:7](=[O:11])[C:6]21[CH:12]([c:33]2[c:34]([CH3:40])[cH:35][cH:36][c:37]([Cl:39])[cH:38]2)[NH:13][C:14](=[O:32])[CH2:15][CH:16]1[c:17]1[c:18]([O:24][C:25]([CH3:26])([CH3:27])[C:28](=[O:29])[O:30][CH3:31])[cH:19][cH:20][c:21]([Cl:23])[cH:22]1.[Na+:42].[OH-:41].[OH2:43]>>[Cl:1][c:2]1[cH:3][cH:4][c:5]2[c:9]([cH:10]1)[NH:8][C:7](=[O:11])[C:6]21[CH:12]([c:33]2[c:34]([CH3:40])[cH:35][cH:36][c:37]([Cl:39])[cH:38]2)[NH:13][C:14](=[O:32])[CH2:15][CH:16]1[c:17]1[c:18]([O:24][C:25]([CH3:26])([CH3:27])[C:28](=[O:29])[OH:30])[cH:19][cH:20][c:21]([Cl:23])[cH:22]1. The reactants are CO, COC(=O)C(C)(C)Oc1ccc(Cl)cc1C1CC(=O)NC(c2cc(Cl)ccc2C)C12C(=O)Nc1cc(Cl)ccc12, [Na+], [OH-], O.